From a dataset of the Open Reaction Database (ORD), a public repository of structured organic reaction records. describe an organic reaction: reactants, conditions, products, and yield Reactants: [N+](=O)([O-])C=1C=C(C=CC1OC)C=1OC2=C(N1)C=C(C=C2)Br (2-(3-nitro-4-methoxyphenyl)-5-bromobenzoxazole), C(C)(=O)C=1C=C(C=CC1)B(O)O (3-acetylphenylboronic acid). The product is [N+](=O)([O-])C=1C=C(C=CC1OC)C=1OC2=C(N1)C=C(C=C2)C2=CC(=CC=C2)C(C)=O (2-(3-Nitro-4-methoxyphenyl)-5-(3-acetylphenyl)benzoxazole). Reaction SMILES: [N+:1]([C:4]1[CH:5]=[C:6]([C:12]2[O:13][C:14]3[CH:20]=[CH:19][C:18](Br)=[CH:17][C:15]=3[N:16]=2)[CH:7]=[CH:8][C:9]=1[O:10][CH3:11])([O-:3])=[O:2].[C:22]([C:25]1[CH:26]=[C:27](B(O)O)[CH:28]=[CH:29][CH:30]=1)(=[O:24])[CH3:23]>>[N+:1]([C:4]1[CH:5]=[C:6]([C:12]2[O:13][C:14]3[CH:20]=[CH:19][C:18]([C:29]4[CH:28]=[CH:27][CH:26]=[C:25]([C:22](=[O:24])[CH3:23])[CH:30]=4)=[CH:17][C:15]=3[N:16]=2)[CH:7]=[CH:8][C:9]=1[O:10][CH3:11])([O-:3])=[O:2]. Reported procedure: Prepared by the method of Example 15d), from 2-(3-nitro-4-methoxyphenyl)-5-bromobenzoxazole (200 mg, 0.57 mmol) and 3-acetylphenylboronic acid (139 mg, 0.85 mmol) the subtitle compound was obtained (89 mg, 26%). 1H NMR (DMSO) δ 8.75(d, 1H), 8.46(dd, 1H), 8.23(t, 1H), 7.98–7.96(m, 2H), 7.69–7.56(m, 3H), 7.27(d, 1H), 4.08(s, 3H), 2.68(s, 3H).